This data is from the Open Reaction Database (ORD), a public repository of structured organic reaction records. The task is: describe an organic reaction: reactants, conditions, products, and yield Starting materials: CCn1cc(C(=O)O)c(=O)c2cc(F)c(F)cc21, NC1CCCC1N, c1ccncc1. Product: CCn1cc(C(=O)O)c(=O)c2cc(F)c(NC3CCCC3N)cc21. RXN SMILES: [CH2:1]([CH3:2])[n:3]1[cH:4][c:5]([C:16](=[O:17])[OH:18])[c:6](=[O:15])[c:7]2[cH:8][c:9]([F:14])[c:10]([F:13])[cH:11][c:12]12.[CH:19]1([NH2:25])[CH:20]([NH2:24])[CH2:21][CH2:22][CH2:23]1.[cH:26]1[cH:27][cH:28][n:29][cH:30][cH:31]1>>[CH2:1]([CH3:2])[n:3]1[cH:4][c:5]([C:16](=[O:17])[OH:18])[c:6](=[O:15])[c:7]2[cH:8][c:9]([F:14])[c:10]([NH:25][CH:19]3[CH:20]([NH2:24])[CH2:21][CH2:22][CH2:23]3)[cH:11][c:12]12. Reactants: N=1C=CN2C1C=CC=C2SCCCCN2C(OCC2=O)=O (3-[4-(imidazo[1,2-a]pyridin-5-ylthio)butyl]oxazolidine-2,4-dione), C(CCCCCCCCC)=O (decanal), N1CCCC1 (pyrrolidine). The solvent is C(C)O (ethanol). Product: C(CCCCCCCCC)=C1C(N(C(O1)=O)CCCCSC1=CC=CC=2N1C=CN2)=O (5-decylidene-3-[4-(imidazo[1,2-a]pyridin-5-ylthio)butyl]oxazolidine-2,4-dione). RXN SMILES: [N:1]1[CH:2]=[CH:3][N:4]2[C:9]([S:10][CH2:11][CH2:12][CH2:13][CH2:14][N:15]3[C:19](=[O:20])[CH2:18][O:17][C:16]3=[O:21])=[CH:8][CH:7]=[CH:6][C:5]=12.[CH:22](=O)[CH2:23][CH2:24][CH2:25][CH2:26][CH2:27][CH2:28][CH2:29][CH2:30][CH3:31].N1CCCC1>C(O)C>[CH:22](=[C:18]1[O:17][C:16](=[O:21])[N:15]([CH2:14][CH2:13][CH2:12][CH2:11][S:10][C:9]2[N:4]3[CH:3]=[CH:2][N:1]=[C:5]3[CH:6]=[CH:7][CH:8]=2)[C:19]1=[O:20])[CH2:23][CH2:24][CH2:25][CH2:26][CH2:27][CH2:28][CH2:29][CH2:30][CH3:31]. Procedure: To a solution of 1.527 g (5.0 mmol) of 3-[4-(imidazo[1,2-a]pyridin-5-ylthio)butyl]oxazolidine-2,4-dione and 1.11 ml (5.0 mmol) of decanal in 20 ml of ethanol, 0.04 ml (0.5 mmol) of pyrrolidine was added, followed by refluxing for 20 hours. After the reaction mixture was cooled, the solvent was distilled off. The residue was dissolved in dichloromethane, washed with water and dried, after which the solvent was distilled off. The residue was purified by column chromatography (eluent, n-hexane/ethy... Reactants: P(Cl)(Cl)(Cl)(Cl)Cl (phosphorus pentachloride), ClC1=CC=C2C=CC(=C(C2=C1)O)N=O (7-chloro-2-nitroso-1-naphthol). Run in CCCCCC (hexane). Product: ClC1=CC(=C(\C=C/C#N)C=C1)C(=O)Cl (4-chloro-2-(chloroformyl)-cis-cinnamonitrile). As a reaction SMILES: P(Cl)(Cl)(Cl)(Cl)[Cl:2].[Cl:7][C:8]1[CH:17]=[C:16]2[C:11]([CH:12]=[CH:13][C:14]([N:19]=O)=[C:15]2[OH:18])=[CH:10][CH:9]=1>CCCCCC>[Cl:7][C:8]1[CH:9]=[CH:10][C:11](/[CH:12]=[CH:13]\[C:14]#[N:19])=[C:16]([C:15]([Cl:2])=[O:18])[CH:17]=1. Reported procedure: To a rapidly stirring suspension of phosphorus pentachloride (150.0 g) in dry hexane (2.6 liters) is added 156.4 g (0.72 mole) of 7-chloro-2-nitroso-1-naphthol (VI). The mixture is stirred at room temperature for 1 hour after which it is refluxed for 2 hours. The hexane solution is decanted while hot, 2.0 liters of dry hexane are added to the residue in the flask, and refluxed for another hour. The hexane solution is decanted, combined with the first hexane extract and evaporated to dryness. Yie... Starting materials: CCCCO, c1ccc(COCC2CO2)cc1, [H-], [Na+], CN(C)C=O, O. Product: CCCCOCC(O)COCc1ccccc1. As a reaction SMILES: [CH2:1]([CH2:2][CH2:3][CH3:4])[OH:5].[CH2:8]([c:9]1[cH:10][cH:11][cH:12][cH:13][cH:14]1)[O:15][CH2:16][CH:17]1[CH2:18][O:19]1.[H-:6].[Na+:7].[O:20]=[CH:21][N:22]([CH3:23])[CH3:24].[OH2:25]>>[CH2:1]([CH2:2][CH2:3][CH3:4])[O:5][CH2:18][CH:17]([CH2:16][O:15][CH2:8][c:9]1[cH:10][cH:11][cH:12][cH:13][cH:14]1)[OH:19]. Reactants: NC=1C=C2C=3CC(CCC3NC2=CC1)N(C)C (6-amino-3-(dimethyl)amino-1,2,3,4-tetrahydro-9H-carbazole), FC1=C(C(=O)Cl)C=CC(=C1)F (2,4-difluorobenzoyl chloride). Product: FC1=C(C(=O)NC=2C=C3C=4CC(CCC4NC3=CC2)N(C)C)C=CC(=C1)F (6-(2,4-difluorobenzoyl)amino-3-(dimethyl)amino-1,2,3,4-tetrahydro-9H-carbazole). Isolated yield 81.2%. As a reaction SMILES: [NH2:1][C:2]1[CH:3]=[C:4]2[C:12](=[CH:13][CH:14]=1)[NH:11][C:10]1[CH2:9][CH2:8][CH:7]([N:15]([CH3:17])[CH3:16])[CH2:6][C:5]2=1.[F:18][C:19]1[CH:27]=[C:26]([F:28])[CH:25]=[CH:24][C:20]=1[C:21](Cl)=[O:22]>>[F:18][C:19]1[CH:27]=[C:26]([F:28])[CH:25]=[CH:24][C:20]=1[C:21]([NH:1][C:2]1[CH:3]=[C:4]2[C:12](=[CH:13][CH:14]=1)[NH:11][C:10]1[CH2:9][CH2:8][CH:7]([N:15]([CH3:17])[CH3:16])[CH2:6][C:5]2=1)=[O:22]. Procedure: Beginning with 10.4 mg (0.046 mMol) 6-amino-3-(dimethyl)amino-1,2,3,4-tetrahydro-9H-carbazole and 8.6 μL (0.051 mMol) 2,4-difluorobenzoyl chloride, 13.8 mg (81%) of the title compound were recovered as a beige solid.